Dataset: the Open Reaction Database (ORD), a public repository of structured organic reaction records. Task: describe an organic reaction: reactants, conditions, products, and yield The reagents and catalysts are [Pd] (palladium on carbon). The solvent is C(C)(=O)O (acetic acid). Reaction SMILES: [Cl:1][C:2]1[CH:20]=[C:19]([Cl:21])[CH:18]=[CH:17][C:3]=1[CH2:4][C:5]([C:13]([O:15][CH3:16])=[CH2:14])([C:7]1[CH:8]=[N:9][CH:10]=[CH:11][CH:12]=1)[OH:6]>[Pd].C(O)(=O)C>[Cl:1][C:2]1[CH:20]=[C:19]([Cl:21])[CH:18]=[CH:17][C:3]=1[CH2:4][C:5]([CH:13]([O:15][CH3:16])[CH3:14])([C:7]1[CH:8]=[N:9][CH:10]=[CH:11][CH:12]=1)[OH:6]. Procedure details: A mixture of 2.0 g of α-(2,4-dichlorobenzyl)-α-(1-methoxyvinyl)-3-pyridinemethanol (see Example 3, 2nd end product), 0.2 g of hydrogenation catalyst (5% palladium on carbon) and 40 ml of acetic acid is stirred for 7 hours at room temprature under a hydrogen atmosphere at normal pressure. Thereafter, the hydrogenation catalyst is removed by filtration, the filtrate is freed from solvent under reduced pressure, the residue is taken up in a saturated sodium bicarbonate solution and the solution is ... The reactants are ClC1=C(CC(O)(C=2C=NC=CC2)C(=C)OC)C=CC(=C1)Cl (α-(2,4-dichlorobenzyl)-α-(1-methoxyvinyl)-3-pyridinemethanol). Reaction conditions: time 7 hour. Yields the product ClC1=C(CC(O)(C=2C=NC=CC2)C(C)OC)C=CC(=C1)Cl (α-(2,4-dichlorobenzyl)-α-(1-methoxyethyl)-3-pyridinemethanol). Reactants: ice, [H-].[Na+] (sodium hydride), O1C(CCCC1)O[C@@H](CO)C (2-O-tetrahydropyranyl-(R)-propane-1,2-diol), ice water, C1=CC=CC=C1 (benzene), FC1=C(C=CC(=C1F)F)[N+](=O)[O-] (2,3,4-trifluoronitrobenzene). Solvent: C1(=CC=CC=C1)C (toluene), C1(=CC=CC=C1)C (toluene), C1(=CC=CC=C1)C (toluene). Run at time 10 minute. Yields the product FC1=C(C(=CC=C1F)[N+](=O)[O-])OC[C@@H](C)OC1OCCCC1 (2,3-difluoro-6-nitro-{[(R)-2-(tetrahydropyran-2-yl)oxypropyl]oxy}benzene). Reaction SMILES: [H-].[Na+].[O:3]1[CH2:8][CH2:7][CH2:6][CH2:5][CH:4]1[O:9][C@H:10]([CH3:13])[CH2:11][OH:12].F[C:15]1[C:20]([F:21])=[C:19]([F:22])[CH:18]=[CH:17][C:16]=1[N+:23]([O-:25])=[O:24].C1C=CC=CC=1>C1(C)C=CC=CC=1>[F:21][C:20]1[C:19]([F:22])=[CH:18][CH:17]=[C:16]([N+:23]([O-:25])=[O:24])[C:15]=1[O:12][CH2:11][C@H:10]([O:9][CH:4]1[CH2:5][CH2:6][CH2:7][CH2:8][O:3]1)[CH3:13] |f:0.1|. Reported procedure: To an ice-cooled suspension of 720 mg of sodium hydride (60%) in 12 ml of anhydrous toluene was added dropwise a solution of 2.88 g of 2-O-tetrahydropyranyl-(R)-propane-1,2-diol (IIIR, Rc=THP) in 12 ml of anhydrous toluene, and the mixture was stirred at the same temperature for 30 minutes and at room temperature for 10 minutes. The mixture was added dropwise to a solution of 2.66 g of 2,3,4-trifluoronitrobenzene in 12 ml of anhydrous toluene with stirring under cooling with ice. The mixture was...